describe an organic reaction: reactants, conditions, products, and yield From a dataset of the Open Reaction Database (ORD), a public repository of structured organic reaction records. The yield is 159.7%. Yields the product Cl.ClC1=C(C=C(N)C=C1)C(F)(F)F (4-chloro-3-trifluoromethylaniline, hydrochloride). The reactants are ClC1=C(C=C(C=C1)[N+](=O)[O-])C(F)(F)F (2-chloro-5-nitrobenzotrifluoride). The reagents and catalysts are [Ni] (Ni). As a reaction SMILES: [Cl:1][C:2]1[CH:7]=[CH:6][C:5]([N+:8]([O-])=O)=[CH:4][C:3]=1[C:11]([F:14])([F:13])[F:12]>C(O)C.[Ni]>[ClH:1].[Cl:1][C:2]1[CH:7]=[CH:6][C:5]([NH2:8])=[CH:4][C:3]=1[C:11]([F:12])([F:13])[F:14] |f:3.4|. Procedure details: A solution of 5.0 ml (34 mmol) 2-chloro-5-nitrobenzotrifluoride in 100 ml ethanol was hydrogenated at atm. pressure by using Raney-Ni (1 g) as a catalyst. The reaction mixture was filtered and evaporated in vacuo. The residue was dissolved in ethanol and the solution was acidified with concentrated hydrochloric acid. The precipitate was filtered off to give 6.3 g (81%) of 4-chloro-3-trifluoromethylaniline, hydrochloride. M.p.>200° C. Solvent: C(C)O (ethanol).